Dataset: the Open Reaction Database (ORD), a public repository of structured organic reaction records. Task: describe an organic reaction: reactants, conditions, products, and yield Starting materials: C(=O)(O)CCCCC=1C=C(C=CC1)/C(/C=C/C1=[N+](C=2C=CC3=C(C2C1(C)C)C=C(C=C3S(=O)(=O)[O-])S(=O)(=O)[O-])CCCS(=O)(=O)[O-])=C\C=C/3\N(C=1C=CC2=C(C1C3(C)C)C=C(C=C2S(=O)(=O)[O-])S(=O)(=O)[O-])CCCS(=O)(=O)[O-].[Na+].[Na+].[Na+].[Na+].[Na+] (Sodium 2-((1E,3Z,5E)-3-(3-(4-Carboxybutyl)phenyl)-5-(1,1-dimethyl-6,8-disulfonato-3-(3-sulfonatopropyl)-1H-benzo[e]indol-2(3H)-ylidene)penta-1,3-dienyl)-1,1-dimethyl-3-(3-sulfonatopropyl)-1H-benzo[e]indolium-6,8-disulfonate), B(O)(O)C=1C=C(OCC(=O)O)C=C(C1)F (2-(3-borono-5-fluorophenoxy)acetic acid). The product is C(=O)(O)COC=1C=C(C=C(C1)F)/C(/C=C/C1=[N+](C=2C=CC3=C(C2C1(C)C)C=C(C=C3S(=O)(=O)[O-])S(=O)(=O)[O-])CCCS(=O)(=O)[O-])=C\C=C/3\N(C=1C=CC2=C(C1C3(C)C)C=C(C=C2S(=O)(=O)[O-])S(=O)(=O)[O-])CCCS(=O)(=O)[O-].[Na+].[Na+].[Na+].[Na+].[Na+] (Sodium 2-((1E,3Z,5E)-3-(3-Carboxymethoxy-5-fluorophenyl)-5-(1,1-dimethyl-6,8-disulfonato-3-(3-sulfonatopropyl)-1H-benzo[e]indol-2(3H)-ylidene)penta-1,3-dienyl)-1,1-dimethyl-3-(3-sulfonatopropyl)-1H-benzo[e]indolium-6,8-disulfonate). Reaction SMILES: C(CCCCC1C=C(/[C:14](=[CH:47]\[CH:48]=[C:49]2\[N:50]([CH2:72][CH2:73][CH2:74][S:75]([O-:78])(=[O:77])=[O:76])[C:51]3[CH:52]=[CH:53][C:54]4[C:63]([S:64]([O-:67])(=[O:66])=[O:65])=[CH:62][C:61]([S:68]([O-:71])(=[O:70])=[O:69])=[CH:60][C:55]=4[C:56]=3[C:57]\2([CH3:59])[CH3:58])/[CH:15]=[CH:16]/[C:17]2[C:25]([CH3:27])([CH3:26])[C:24]3[C:23]4[CH:28]=[C:29]([S:36]([O-:39])(=[O:38])=[O:37])[CH:30]=[C:31]([S:32]([O-:35])(=[O:34])=[O:33])[C:22]=4[CH:21]=[CH:20][C:19]=3[N+:18]=2[CH2:40][CH2:41][CH2:42][S:43]([O-:46])(=[O:45])=[O:44])C=CC=1)(O)=O.[Na+:79].[Na+].[Na+].[Na+].[Na+].B([C:87]1[CH:88]=[C:89]([CH:95]=[C:96]([F:98])[CH:97]=1)[O:90][CH2:91][C:92]([OH:94])=[O:93])(O)O>>[C:92]([CH2:91][O:90][C:89]1[CH:88]=[C:87](/[C:14](=[CH:47]\[CH:48]=[C:49]2\[N:50]([CH2:72][CH2:73][CH2:74][S:75]([O-:78])(=[O:77])=[O:76])[C:51]3[CH:52]=[CH:53][C:54]4[C:63]([S:64]([O-:67])(=[O:66])=[O:65])=[CH:62][C:61]([S:68]([O-:71])(=[O:69])=[O:70])=[CH:60][C:55]=4[C:56]=3[C:57]\2([CH3:59])[CH3:58])/[CH:15]=[CH:16]/[C:17]2[C:25]([CH3:26])([CH3:27])[C:24]3[C:23]4[CH:28]=[C:29]([S:36]([O-:39])(=[O:37])=[O:38])[CH:30]=[C:31]([S:32]([O-:35])(=[O:33])=[O:34])[C:22]=4[CH:21]=[CH:20][C:19]=3[N+:18]=2[CH2:40][CH2:41][CH2:42][S:43]([O-:46])(=[O:44])=[O:45])[CH:97]=[C:96]([F:98])[CH:95]=1)([OH:94])=[O:93].[Na+:79].[Na+:79].[Na+:79].[Na+:79].[Na+:79] |f:0.1.2.3.4.5,7.8.9.10.11.12|. Procedure: Compound 36 was prepared analogously to compound 8 (Example 8), except that 2-(3-borono-5-fluorophenoxy)acetic acid is used as a starting material.